describe an organic reaction: reactants, conditions, products, and yield From a dataset of the Open Reaction Database (ORD), a public repository of structured organic reaction records. The reactants are [Br-].C[PH3+] (methylphosphonium bromide), CC(C)([O-])C.[K+] (potassium tert-butoxide), C1(=CC=CC=C1)N(C1=CC=C(C=O)C=C1)C1=CC=CC=C1 (N,N-diphenyl-p-aminobenzaldehyde). The solvent is C1CCOC1 (THF), ClCCl (dichloromethane). Run at time 20 hour. Yields the product C1(=CC=CC=C1)N(C1=CC=C(C=C1)C=C)C1=CC=CC=C1 (Diphenyl(4-vinylphenyl)amine). As a reaction SMILES: [Br-].C[PH3+].[CH3:4]C(C)([O-])C.[K+].[C:10]1([N:16]([C:25]2[CH:30]=[CH:29][CH:28]=[CH:27][CH:26]=2)[C:17]2[CH:24]=[CH:23][C:20]([CH:21]=O)=[CH:19][CH:18]=2)[CH:15]=[CH:14][CH:13]=[CH:12][CH:11]=1>C1COCC1.ClCCl>[C:10]1([N:16]([C:25]2[CH:30]=[CH:29][CH:28]=[CH:27][CH:26]=2)[C:17]2[CH:24]=[CH:23][C:20]([CH:21]=[CH2:4])=[CH:19][CH:18]=2)[CH:15]=[CH:14][CH:13]=[CH:12][CH:11]=1 |f:0.1,2.3|. Procedure details: 19 g of methylphosphonium bromide is suspended in dried THF under protective gas, and 6 g of potassium tert-butoxide are added in portions at 0° C. An immediate colour change to orange occurs. 14 g of N,N-diphenyl-p-aminobenzaldehyde are added to the reaction solution at 0° C. The mixture is warmed to room temperature and stirred for a further 20 hours. The solvent is stripped off in vacuo, the residue is taken up in dichloromethane, and the solution is extracted with water dried over magnesium ...